Dataset: the Open Reaction Database (ORD), a public repository of structured organic reaction records. Task: describe an organic reaction: reactants, conditions, products, and yield Reactants: C(C)C1OC(CCC(C1)=O)C=1N(N=CC1[N+](=O)[O-])C (2-ethyl-7-(2-methyl-4-nitro-pyrazol-3-yl)oxepan-4-one), CC(C)(C)[S@@](=O)N ((R)-2-methylpropane-2-sulfinamide), crude solution, [BH4-].[Na+] (sodium borohydride). The reagents and catalysts are [O-]CC.[Ti+4].[O-]CC.[O-]CC.[O-]CC (titanium(IV) ethoxide). The solvent is C1CCOC1 (THF), C1CCOC1 (THF). Run at time 18 hour. Yields the product C(C)C1OC(CCC(C1)NS(=O)C(C)(C)C)C=1N(N=CC1[N+](=O)[O-])C (N-(2-ethyl-7-(2-methyl-4-nitro-pyrazol-3-yl)oxepan-4-yl)-2-methyl-propane-2-sulfinamide). RXN SMILES: [CH2:1]([CH:3]1[CH2:9][C:8](=O)[CH2:7][CH2:6][CH:5]([C:11]2[N:12]([CH3:19])[N:13]=[CH:14][C:15]=2[N+:16]([O-:18])=[O:17])[O:4]1)[CH3:2].[CH3:20][C:21]([S@:24]([NH2:26])=[O:25])([CH3:23])[CH3:22].[BH4-].[Na+]>C1COCC1.[O-]CC.[Ti+4].[O-]CC.[O-]CC.[O-]CC>[CH2:1]([CH:3]1[CH2:9][CH:8]([NH:26][S:24]([C:21]([CH3:23])([CH3:22])[CH3:20])=[O:25])[CH2:7][CH2:6][CH:5]([C:11]2[N:12]([CH3:19])[N:13]=[CH:14][C:15]=2[N+:16]([O-:18])=[O:17])[O:4]1)[CH3:2] |f:2.3,5.6.7.8.9|. Procedure: To a solution of 2-ethyl-7-(2-methyl-4-nitro-pyrazol-3-yl)oxepan-4-one (120 mg, 0.45 mmol) in THF (3 mL) was added (R)-2-methylpropane-2-sulfinamide (70 mg, 0.58 mmol) followed by titanium(IV) ethoxide (0.30 mL, 1.12 mmol). The reaction mixture was heated at reflux for 4 hr then allowed to cool to room temperature. The crude solution was added dropwise to a solution of sodium borohydride (69 mg, 1.80 mmol) in THF (3 mL) at −60° C. The reaction mixture was warmed to 0° C., quenched with MeOH (3 m... Reactants: CN1C=C(C2=CC=C(C=C12)C)C=O (1,6-dimethyl-1H-indole-3-carboxaldehyde), CO (methanol), CC(C)([O-])C.[K+] (potassium tert-butoxide), CC1=CC=C(C=C1)S(=O)(=O)C[N+]#[C-] (TosMIC). Solvent: COCCOC (DME), COCCOC (DME). Run at temperature -30 celsius, time 1.5 hour. The product is CN1C=C(C2=CC=C(C=C12)C)CC#N ((1,6-dimethyl-1H-indol-3-yl)-acetonitrile). The yield is 81.0%. Reaction SMILES: CC(C)([O-])C.[K+].CC1C=CC(S([CH2:17][N+:18]#[C-])(=O)=O)=CC=1.[CH3:20][N:21]1[C:29]2[C:24](=[CH:25][CH:26]=[C:27]([CH3:30])[CH:28]=2)[C:23]([CH:31]=O)=[CH:22]1.CO>COCCOC>[CH3:20][N:21]1[C:29]2[C:24](=[CH:25][CH:26]=[C:27]([CH3:30])[CH:28]=2)[C:23]([CH2:31][C:17]#[N:18])=[CH:22]1 |f:0.1|. Reported procedure: A suspension of potassium tert-butoxide (KOtBu) (2.21 g, 19.7 mm) in DME (30 mL) was cooled to -30° C., and treated with a solution of TosMIC (1.97 g 10.1 mm). After addition was complete, the mixture was further cooled to -60° C., treated with 1,6-dimethyl-1H-indole-3-carboxaldehyde (5.8 mm) in DME(20 mL), and stirred at that temperature for 1.5 hours. Addition of methanol (15 mL) to the cooled solution, was followed by heating to reflux temperature for 15 minutes, and evaporation of the solven... Starting materials: CN(C)C(=O)c1nc(C(=O)OCc2ccccc2)c(OCc2ccccc2)c2ccccc12, CCO, [K+], [OH-]. Yields the product CN(C)C(=O)c1nc(C(=O)O)c(OCc2ccccc2)c2ccccc12. RXN SMILES: [CH2:1]([c:2]1[cH:3][cH:4][cH:5][cH:6][cH:7]1)[O:8][C:9](=[O:10])[c:11]1[n:12][c:13]([C:29]([N:30]([CH3:31])[CH3:32])=[O:33])[c:14]2[cH:15][cH:16][cH:17][cH:18][c:19]2[c:20]1[O:21][CH2:22][c:23]1[cH:24][cH:25][cH:26][cH:27][cH:28]1.[CH3:36][CH2:37][OH:38].[K+:35].[OH-:34]>>[O:8]=[C:9]([OH:10])[c:11]1[n:12][c:13]([C:29]([N:30]([CH3:31])[CH3:32])=[O:33])[c:14]2[cH:15][cH:16][cH:17][cH:18][c:19]2[c:20]1[O:21][CH2:22][c:23]1[cH:24][cH:25][cH:26][cH:27][cH:28]1.